This data is from the Open Reaction Database (ORD), a public repository of structured organic reaction records. The task is: describe an organic reaction: reactants, conditions, products, and yield The reactants are O=C([O-])[O-], C1CCOC1, O=C(O)c1cc(Cl)ccc1C(F)(F)F, [K+], [K+], O. The product is OCc1cc(Cl)ccc1C(F)(F)F. RXN SMILES: [C:16](=[O:17])([O-:18])[O-:19].[CH2:22]1[O:23][CH2:24][CH2:25][CH2:26]1.[Cl:1][c:2]1[cH:3][cH:4][c:5]([C:11]([F:12])([F:13])[F:14])[c:6]([C:7](=[O:8])[OH:9])[cH:10]1.[K+:20].[K+:21].[OH2:15]>>[Cl:1][c:2]1[cH:3][cH:4][c:5]([C:11]([F:12])([F:13])[F:14])[c:6]([CH2:7][OH:8])[cH:10]1. Reactants: C(CC=C)NC(CN1C(=C(C2=CC=C(C=C12)C(=O)NS(=O)(=O)CC=C)C1CCCCC1)C=1C=C2C=CC(=NC2=CC1)C1=C(N=C(S1)C)C)=O (N-but-3-enyl-2-[3-cyclohexyl-2-[2-(2,4-dimethyl-thiazol-5-yl)-quinolin-6-yl]-6-(prop-2-ene-1-sulfonyl-aminocarbonyl)-indol-1-yl]-acetamide), N#N (N2). The reagents and catalysts are CC(OC1=CC=CC=C1C=[Ru](Cl)([P](C2CCCCC2)(C3CCCCC3)C4CCCCC4)Cl)C (Hoveyda-Grubbs 1st generation). Solvent: ClCCCl (DCE). Run at temperature 80 celsius. Yields the product C1(CCCCC1)C=1C=2C=CC=3C(NS(CC=CCCNC(CN(C1C=1C=C4C=CC(=NC4=CC1)C1=C(N=C(S1)C)C)C2C3)=O)(=O)=O)=O (17-cyclohexyl-18-[2-(2,4-dimethyl-thiazol-5-yl)-quinolin-6-yl]-10,10-dioxo-10λ6-thia-1,4,11-triaza-tricyclo[11.5.2.016,19]icosa-7,13(20),14,16(19),17-pentaene-3,12-dione). Reaction SMILES: [CH2:1]([NH:5][C:6](=[O:49])[CH2:7][N:8]1[C:16]2[C:11](=[CH:12][CH:13]=[C:14]([C:17]([NH:19][S:20]([CH2:23][CH:24]=C)(=[O:22])=[O:21])=[O:18])[CH:15]=2)[C:10]([CH:26]2[CH2:31][CH2:30][CH2:29][CH2:28][CH2:27]2)=[C:9]1[C:32]1[CH:33]=[C:34]2[C:39](=[CH:40][CH:41]=1)[N:38]=[C:37]([C:42]1[S:46][C:45]([CH3:47])=[N:44][C:43]=1[CH3:48])[CH:36]=[CH:35]2)[CH2:2][CH:3]=C.N#N>ClCCCl.CC(C)OC1C(C=[Ru](Cl)([P](C2CCCCC2)(C2CCCCC2)C2CCCCC2)Cl)=CC=CC=1>[CH:26]1([C:10]2[C:11]3[CH:12]=[CH:13][C:14]4[C:17](=[O:18])[NH:19][S:20](=[O:22])(=[O:21])[CH2:23][CH:24]=[CH:3][CH2:2][CH2:1][NH:5][C:6](=[O:49])[CH2:7][N:8]([C:16]=3[CH:15]=4)[C:9]=2[C:32]2[CH:33]=[C:34]3[C:39](=[CH:40][CH:41]=2)[N:38]=[C:37]([C:42]2[S:46][C:45]([CH3:47])=[N:44][C:43]=2[CH3:48])[CH:36]=[CH:35]3)[CH2:31][CH2:30][CH2:29][CH2:28][CH2:27]1 |^1:64|. Procedure details: A solution of intermediate 17-5 (260 mg, 0.373 mmol) in DCE (400 mL) was bubbled through with N2 during 2 h. Hoveyda-Grubbs 1st generation catalyst (45 mg, 0.2 eq) was next added and the reaction mixture was heated at 80° C. under N2 overnight. The reaction mixture was then concentrated under reduced pressure and purified by flash chromatography (CH2Cl2/methanol 95:5) to give the desired product 18 as a gray powder after recrystallization from CH2Cl2/isopropyl ether; m/z=668 (M+H+), NMR (DMSO-d6... Starting materials: SCC(=O)NC=1C=C(C(=O)NCC(=O)O)C=CC1 (N-[3-(mercaptoacetylamino)benzoyl]glycine), solution, C(N(CC(=O)[O-])CC(=O)O)CN(CC(=O)O)CC(=O)[O-].[Na+].[Na+] (disodium edetate), C(O)CN (ethanolamine). Solvent: O1CCCC1 (tetrahydrofuran), O (water), O1CCCC1 (tetrahydrofuran), O1CCCC1 (tetrahydrofuran). Conditions: time 16 hour. Yields the product OCC[NH3+].SCC(=O)NC=1C=C(C(=O)NCC(=O)[O-])C=CC1 (N-[3-(mercaptoacetylamino)benzoyl]glycine 2-hydroxyethyl ammonium salt). Yield: 93.0%. RXN SMILES: [CH2:1]([CH2:3][NH2:4])[OH:2].[SH:5][CH2:6][C:7]([NH:9][C:10]1[CH:11]=[C:12]([CH:20]=[CH:21][CH:22]=1)[C:13]([NH:15][CH2:16][C:17]([OH:19])=[O:18])=[O:14])=[O:8].C(CN(CC([O-])=O)CC(O)=O)N(CC(O)=O)CC([O-])=O.[Na+].[Na+]>O1CCCC1.O>[OH:2][CH2:1][CH2:3][NH3+:4].[SH:5][CH2:6][C:7]([NH:9][C:10]1[CH:11]=[C:12]([CH:20]=[CH:21][CH:22]=1)[C:13]([NH:15][CH2:16][C:17]([O-:19])=[O:18])=[O:14])=[O:8] |f:2.3.4,7.8|. Procedure details: A solution 1.13 ml. of ethanolamine (1.15 g., 0.0188 mole) and 10 ml. of tetrahydrofuran is added to a suspension of N-[3-(mercaptoacetylamino)benzoyl]glycine (5 g., 0.0186 mole), 5 mg. of disodium edetate, 6 ml. of water, and 40 ml. of tetrahydrofuran. Warming the mixture to 40°-45° C. provides a clear solution which is first diluted with 200 ml. of tetrahydrofuran, then cooled in a dry ice-acetone bath to promote crystallization and subsequently stirring for a period of 16 hrs. at room tempera... Reactants: BrC1=C(C=C(C=C1)O)C (4-bromo-3-methylphenol), C([O-])([O-])=O.[K+].[K+] (potassium carbonate), CI (methyl iodide). Solvent: CC(=O)C (acetone). Run at time 12.25 hour. Product: BrC1=C(C=C(C=C1)OC)C (4-Bromo-1-methoxy-3-methylbenzene). Reaction SMILES: [Br:1][C:2]1[CH:7]=[CH:6][C:5]([OH:8])=[CH:4][C:3]=1[CH3:9].[C:10](=O)([O-])[O-].[K+].[K+].CI>CC(C)=O>[Br:1][C:2]1[CH:7]=[CH:6][C:5]([O:8][CH3:10])=[CH:4][C:3]=1[CH3:9] |f:1.2.3|. Reported procedure: To a solution of 0.8 g (4.4 mmol) of 4-bromo-3-methylphenol in 20 mL of acetone was added 1.5 g (10.9 mmol) of potassium carbonate. A yellow slurry was obtained to which was added 0.55 mL (1.25 g, 8.8 mmol) of methyl iodide. The resultant reaction mixture was stirred at ambient temperature for 12.25 hours, filtered and extracted between ethyl ether and water. The layers were separated and the organic phase was washed with sat. Na2SO3 (aq.) solution, dried over MgSO4, filtered and then concentrat... The reactants are O1C(CCCC1)OC(C(=O)OC)CCCC (methyl 2-(2-tetrahydropyranyl)oxycaproate), CP(OC)(OC)=O (dimethyl methylphosphonate). Yields the product COP(OC)(=O)CC(C(CCCC)OC1OCCCC1)=O (Dimethyl(3-(2-Tetrahydropyranyl)oxy-2-oxoheptyl)phosphonate). As a reaction SMILES: [O:1]1[CH2:6][CH2:5][CH2:4][CH2:3][CH:2]1[O:7][CH:8]([CH2:13][CH2:14][CH2:15][CH3:16])[C:9]([O:11]C)=O.[CH3:17][P:18](=[O:23])([O:21][CH3:22])[O:19][CH3:20]>>[CH3:20][O:19][P:18]([CH2:17][C:9](=[O:11])[CH:8]([O:7][CH:2]1[CH2:3][CH2:4][CH2:5][CH2:6][O:1]1)[CH2:13][CH2:14][CH2:15][CH3:16])(=[O:23])[O:21][CH3:22]. Procedure: Prepared from methyl 2-(2-tetrahydropyranyl)oxycaproate and dimethyl methylphosphonate according to the known method. (Yield 48%). Starting materials: N#CC1(NC(=O)C2CC(S(=O)(=O)c3ccc(Br)cc3C(F)(F)F)CC2OC2CCOCC2)CC1, CC(=O)[O-], CC(=O)[O-], CCCCO, [K+], [K+], O=C([O-])[O-], [Pd+2], c1ccc(P(c2ccccc2)c2ccccc2)cc1. Product: N#CC1(NC(=O)C2CC(S(=O)(=O)c3ccccc3C(F)(F)F)CC2OC2CCOCC2)CC1. Reaction SMILES: [C:1](#[N:2])[C:3]1([NH:6][C:7](=[O:8])[CH:9]2[CH:10]([O:28][CH:29]3[CH2:30][CH2:31][O:32][CH2:33][CH2:34]3)[CH2:11][CH:12]([S:14](=[O:15])(=[O:16])[c:17]3[c:18]([C:24]([F:25])([F:26])[F:27])[cH:19][c:20]([Br:23])[cH:21][cH:22]3)[CH2:13]2)[CH2:4][CH2:5]1.[C:65]([O-:66])(=[O:67])[CH3:68].[C:70]([O-:71])(=[O:72])[CH3:73].[CH2:60]([OH:61])[CH2:62][CH2:63][CH3:64].[K+:35].[K+:36].[O-:37][C:38]([O-:39])=[O:40].[Pd+2:69].[c:41]1([P:42]([c:43]2[cH:44][cH:45][cH:46][cH:47][cH:48]2)[c:49]2[cH:50][cH:51][cH:52][cH:53][cH:54]2)[cH:55][cH:56][cH:57][cH:58][cH:59]1>>[C:1](#[N:2])[C:3]1([NH:6][C:7](=[O:8])[CH:9]2[CH:10]([O:28][CH:29]3[CH2:30][CH2:31][O:32][CH2:33][CH2:34]3)[CH2:11][CH:12]([S:14](=[O:15])(=[O:16])[c:17]3[c:18]([C:24]([F:25])([F:26])[F:27])[cH:19][cH:20][cH:21][cH:22]3)[CH2:13]2)[CH2:4][CH2:5]1. Reactants: ClC1=C(C(=C(C(=C1[N+](=O)[O-])O)OCCCC1=CC=CC=C1)OCCCl)C(C)=O (1-(2-Chloro-6-(2-chloroethoxy)-4-hydroxy-3-nitro-5-(3-phenylpropoxy)phenyl)ethanone), O.O.Cl[Sn]Cl (SnCl2.2H2O), CCO (EtOH). Run at temperature 50 celsius. Product: C(C)(=O)C=1C(=C(C2=C(N=C(O2)C)C1Cl)OCCCC1=CC=CC=C1)OCCCl (5-Acetyl-4-chloro-6-(2-chloroethoxy)-7-(3-phenylpropoxy)-2-methyl-benzo[d]oxazole). Yield: 64.0%. RXN SMILES: [Cl:1][C:2]1[C:7]([N+:8]([O-])=O)=[C:6]([OH:11])[C:5]([O:12][CH2:13][CH2:14][CH2:15][C:16]2[CH:21]=[CH:20][CH:19]=[CH:18][CH:17]=2)=[C:4]([O:22][CH2:23][CH2:24][Cl:25])[C:3]=1[C:26](=[O:28])[CH3:27].O.O.Cl[Sn]Cl.[CH3:34][CH2:35]O>>[C:26]([C:3]1[C:4]([O:22][CH2:23][CH2:24][Cl:25])=[C:5]([O:12][CH2:13][CH2:14][CH2:15][C:16]2[CH:21]=[CH:20][CH:19]=[CH:18][CH:17]=2)[C:6]2[O:11][C:34]([CH3:35])=[N:8][C:7]=2[C:2]=1[Cl:1])(=[O:28])[CH3:27] |f:1.2.3|. Procedure details: To a stirred solution 37h) (46 mg, 0.11 mmol) in dry EtOH (5 mL) under nitrogen was added SnCl2.2H2O (241 mg, 1.07 mmol). The solution was heated to reflux for 4 h. The solution was concentrated in vacuo and the residue was dissolved in EtOAc (5 mL) and treated with sodium potassium tartrate (1M, 5 mL). The mixture was warmed to 50° C. heated at this temperature until the layers visibly separated. The organic layer was separated and the aqueous further extracted with EtOAc (2×5 mL). The organics... Starting materials: C(C1=CC=CC=C1)OC1=C(C=C2C(=C(C=NC2=C1)C#N)Cl)OC (7-benzyloxy-4chloro-6-methoxy-quinoline-3-carbonitrile), ClC1=CC(=C(N)C=C1)F (4-chloro-2-fluoroaniline), Cl.N1=CC=CC=C1 (pyridine hydrochloride), C(C)OC(C)O (ethoxyethanol), C([O-])([O-])=O.[Na+].[Na+] (sodium carbonate), Cl.C(C1=CC=CC=C1)OC1=C(C=C2C(=C(C=NC2=C1)C#N)NC1=C(C=C(C=C1)Cl)F)OC (7-Benzyloxy-4-(4-chloro-2-fluoro-phenylamino)-6-methoxy-quinoline-3-carbonitrile hydrochloride). The solvent is O (water). Product: C(C1=CC=CC=C1)OC1=C(C=C2C(=C(C=NC2=C1)C#N)NC1=C(C=C(C=C1)Cl)F)OC (7-Benzyloxy-4-(4-chloro-2-fluoro-phenylamino)-6-methoxy-quinoline-3-carbonitrile). Reaction SMILES: C(OC1C=C2C(C(Cl)=C(C#N)C=N2)=CC=1OC)C1C=CC=CC=1.ClC1C=CC(N)=C(F)C=1.Cl.N1C=CC=CC=1.C(OC(O)C)C.C(=O)([O-])[O-].[Na+].[Na+].Cl.[CH2:53]([O:60][C:61]1[CH:70]=[C:69]2[C:64]([C:65]([NH:73][C:74]3[CH:79]=[CH:78][C:77]([Cl:80])=[CH:76][C:75]=3[F:81])=[C:66]([C:71]#[N:72])[CH:67]=[N:68]2)=[CH:63][C:62]=1[O:82][CH3:83])[C:54]1[CH:59]=[CH:58][CH:57]=[CH:56][CH:55]=1>O>[CH2:53]([O:60][C:61]1[CH:70]=[C:69]2[C:64]([C:65]([NH:73][C:74]3[CH:79]=[CH:78][C:77]([Cl:80])=[CH:76][C:75]=3[F:81])=[C:66]([C:71]#[N:72])[CH:67]=[N:68]2)=[CH:63][C:62]=1[O:82][CH3:83])[C:54]1[CH:59]=[CH:58][CH:57]=[CH:56][CH:55]=1 |f:2.3,5.6.7,8.9|. Reported procedure: A mixture of 0.200 g of 7-benzyloxy-4chloro-6-methoxy-quinoline-3-carbonitrile 0.108 g of 4-chloro-2-fluoroaniline, 0.071 g of pyridine hydrochloride, and 3 ml of ethoxyethanol was stirred under nitrogen, at reflux temperature for 1 h. The mixture was cooled and added to 10 ml of water. To this mixture was added sodium carbonate until pH 9. The product was collected, washed with water, and dried to give 0. 150 g of 7-Benzyloxy-4-(4-chloro-2-fluoro-phenylamino)-6-methoxy-quinoline-3-carbonitrile ...